From a dataset of the Open Reaction Database (ORD), a public repository of structured organic reaction records. describe an organic reaction: reactants, conditions, products, and yield The reactants are O.NN (hydrazine hydrate), C(#N)C(C(=O)N)=C(SC)SC (2-cyano-3,3-bis(methylthio)acrylamide), amide, NC=1C=C(C#N)C=CC1 (3-Aminobenzonitrile). Run in CCO (EtOH). Reaction conditions: temperature 75 celsius. The product is NC1=C(C(=NN1)NC1=CC(=CC=C1)C#N)C(=O)N (5-amino-3-((3-cyanophenyl)amino)-1H-pyrazole-4-carboxamide). Reaction SMILES: [C:1]([C:3](=[C:7](SC)SC)[C:4]([NH2:6])=[O:5])#[N:2].[NH2:12][C:13]1[CH:14]=[C:15]([CH:18]=[CH:19][CH:20]=1)[C:16]#[N:17].O.[NH2:22][NH2:23]>CCO>[NH2:2][C:1]1[NH:23][N:22]=[C:7]([NH:12][C:13]2[CH:20]=[CH:19][CH:18]=[C:15]([C:16]#[N:17])[CH:14]=2)[C:3]=1[C:4]([NH2:6])=[O:5] |f:2.3|. Procedure details: Dissolved 0.500 g 2-cyano-3,3-bis(methylthio)acrylamide in 15 mL EtOH and added 3-Aminobenzonitrile (1.0 eq.). Stirred reaction at 75° C. until starting amide was absent by HPLC. Once complete (18 hrs), reaction was brought to room temperature and filtered to obtain a light yellow powder as product. Product was allowed to dry under vacuum for 1 hr. Product was then suspended in 10 mL EtOH and hydrazine hydrate (1 eq.) was added dropwise. Reaction was heated at 75° C. until intermediate was absen...